This data is from the Open Reaction Database (ORD), a public repository of structured organic reaction records. The task is: describe an organic reaction: reactants, conditions, products, and yield Starting materials: COC(=O)C[SH](C)CCOc1ccccc1, [Li+], [OH-]. The product is C[SH](CCOc1ccccc1)CC(=O)O. RXN SMILES: [CH3:1][O:2][C:3]([CH2:4][SH:5]([CH3:6])[CH2:7][CH2:8][O:9][c:10]1[cH:11][cH:12][cH:13][cH:14][cH:15]1)=[O:16].[Li+:17].[OH-:18]>>[O:2]=[C:3]([CH2:4][SH:5]([CH3:6])[CH2:7][CH2:8][O:9][c:10]1[cH:11][cH:12][cH:13][cH:14][cH:15]1)[OH:16]. Reactants: CCN=C=NCCCN(C)C, CCN(C(C)C)C(C)C, CN(c1ccccc1Cl)C1CCNCC1, Cl, Cl, CN(C)C=O, O, On1nnc2ccccc21, O=C(O)CNC(=O)c1ccc(-c2ccccc2)cc1. Yields the product CN(c1ccccc1Cl)C1CCN(C(=O)CNC(=O)c2ccc(-c3ccccc3)cc2)CC1. RXN SMILES: [CH3:39][CH2:40][N:41]=[C:42]=[N:43][CH2:44][CH2:45][CH2:46][N:47]([CH3:48])[CH3:49].[CH:20]([N:21]([CH2:22][CH3:23])[CH:24]([CH3:25])[CH3:26])([CH3:27])[CH3:28].[Cl:52][c:53]1[c:54]([N:59]([CH:60]2[CH2:61][CH2:62][NH:63][CH2:64][CH2:65]2)[CH3:66])[cH:55][cH:56][cH:57][cH:58]1.[ClH:50].[ClH:51].[O:67]=[CH:68][N:69]([CH3:70])[CH3:71].[OH2:72].[OH:29][n:30]1[c:31]2[c:32]([cH:33][cH:34][cH:35][cH:36]2)[n:37][n:38]1.[c:1]1(-[c:14]2[cH:15][cH:16][cH:17][cH:18][cH:19]2)[cH:2][cH:3][c:4]([C:7](=[O:8])[NH:9][CH2:10][C:11](=[O:12])[OH:13])[cH:5][cH:6]1>>[c:1]1(-[c:14]2[cH:15][cH:16][cH:17][cH:18][cH:19]2)[cH:2][cH:3][c:4]([C:7](=[O:8])[NH:9][CH2:10][C:11](=[O:13])[N:63]2[CH2:62][CH2:61][CH:60]([N:59]([c:54]3[c:53]([Cl:52])[cH:58][cH:57][cH:56][cH:55]3)[CH3:66])[CH2:65][CH2:64]2)[cH:5][cH:6]1. Starting materials: ClC1=C(C(=CC=C1)Cl)O (2,6-dichlorophenol), ClC1=NC=CC(=C1)[N+](=O)[O-] (2-chloro-4-nitropyridine), [H-].[Na+] (sodium hydride), oil. The product is ClC1=NC=CC(=C1)OC1=C(C=CC=C1Cl)Cl (2-chloro-4-(2,6-dichlorophenoxy)pyridine). Isolated yield 64.5%. Reaction SMILES: [Cl:1][C:2]1[CH:7]=[CH:6][CH:5]=[C:4]([Cl:8])[C:3]=1[OH:9].[H-].[Na+].[Cl:12][C:13]1[CH:18]=[C:17]([N+]([O-])=O)[CH:16]=[CH:15][N:14]=1>>[Cl:12][C:13]1[CH:18]=[C:17]([O:9][C:3]2[C:2]([Cl:1])=[CH:7][CH:6]=[CH:5][C:4]=2[Cl:8])[CH:16]=[CH:15][N:14]=1 |f:1.2|. Procedure: Using the method of Example 3, Step A, 2,6-dichlorophenol (2.06 g, 12.6 mmol), 60% sodium hydride in mineral oil (505 mg, 12.6 mmol), and 2-chloro-4-nitropyridine (2.00 g, 12.6 mmol) were reacted at 80° C. overnight to provide 2-chloro-4-(2,6-dichlorophenoxy)pyridine (2.23 g, 64% yield) as an oil. 1H NMR (CDCl3) δ 8.27 (d, 1H), 7.44 (d, 2H), 7.24 (t, 1H), 6.71-6.75 (m, 2H). Reactants: O=C([O-])[O-], CCOC(=O)COc1ccc(C(C)=CC(=O)NCc2cccnc2)cc1, CO, Cl, [K+], [K+]. The product is CC(=CC(=O)NCc1cccnc1)c1ccc(OCC(=O)O)cc1. RXN SMILES: [C:27](=[O:28])([O-:29])[O-:30].[CH3:1][C:2](=[CH:3][C:4]([NH:5][CH2:6][c:7]1[cH:8][n:9][cH:10][cH:11][cH:12]1)=[O:13])[c:14]1[cH:15][cH:16][c:17]([O:18][CH2:19][C:20](=[O:21])[O:22][CH2:23][CH3:24])[cH:25][cH:26]1.[CH3:34][OH:35].[ClH:33].[K+:31].[K+:32]>>[CH3:1][C:2](=[CH:3][C:4]([NH:5][CH2:6][c:7]1[cH:8][n:9][cH:10][cH:11][cH:12]1)=[O:13])[c:14]1[cH:15][cH:16][c:17]([O:18][CH2:19][C:20](=[O:21])[OH:22])[cH:25][cH:26]1. The reactants are COC=1C=CC=C(C1C=2C=CC=CC2P(C3CCCCC3)C4CCCCC4)OC (Sphos), C([O-])([O-])=O.[Cs+].[Cs+] (cesium carbonate), BrC=1N2C=3C(=C(C(=C2N2CCC(OCCCC[C@@H](OC=4C=CC(=CC4C4=CC=CC(C1N3)=C4)F)C)(CC2)C)[C@@H](C(=O)OC)OC(C)(C)C)C)Cl (Methyl(2S)-2-[(22S)-8-bromo-5-chloro-17-fluoro-4,22,28-trimethyl-21,27-dioxa-1,7,34-triazahexacyclo[26.2.2.16,9.110,14.02,7.015,20]tetratriaconta-2,4,6(34),8,10(33),11,13,15(20),16,18-decaen-3-yl]-2-(tert-butoxy)acetate), C(CCC)O (1-butanol). The reagents and catalysts are CC(=O)[O-].CC(=O)[O-].[Pd+2] (Pd(OAc)2). Run in CN(C)C=O (DMF), O (water). Reaction conditions: temperature 80 celsius, time 2 hour. Product: C(C)(C)(C)O[C@H](C(=O)OC)C1=C2N3CCC(OCCCC[C@@H](OC=4C=CC(=CC4C4=CC=CC(C5=CN2C(C(=C1C)Cl)=N5)=C4)F)C)(CC3)C (Methyl(2S)-2-(tert-butoxy)-2-[(22S)-5-chloro-17-fluoro-4,22,28-trimethyl-21,27-dioxa-1,7,34-triazahexacyclo[26.2.2.16,9.110,14.02,7.015,20]tetratriaconta-2,4,6(34),8,10(33),11,13,15(20),16,18-decaen-3-yl]acetate). Isolated yield 62.3%. RXN SMILES: Br[C:2]1[N:3]2[C:8]3[N:9]4[CH2:37][CH2:36][C:12]([CH3:38])([O:13][CH2:14][CH2:15][CH2:16][CH2:17][C@H:18]([CH3:35])[O:19][C:20]5[CH:21]=[CH:22][C:23]([F:34])=[CH:24][C:25]=5[C:26]5[CH:33]=[C:30]([C:31]=1[N:32]=[C:4]2[C:5]([Cl:50])=[C:6]([CH3:49])[C:7]=3[C@H:39]([O:44][C:45]([CH3:48])([CH3:47])[CH3:46])[C:40]([O:42][CH3:43])=[O:41])[CH:29]=[CH:28][CH:27]=5)[CH2:11][CH2:10]4.C(O)CCC.COC1C=CC=C(OC)C=1C1C=CC=CC=1P(C1CCCCC1)C1CCCCC1.C(=O)([O-])[O-].[Cs+].[Cs+]>CN(C=O)C.O.CC([O-])=O.CC([O-])=O.[Pd+2]>[C:45]([O:44][C@@H:39]([C:7]1[C:6]([CH3:49])=[C:5]([Cl:50])[C:4]2=[N:32][C:31]3=[CH:2][N:3]2[C:8]=1[N:9]1[CH2:10][CH2:11][C:12]([CH3:38])([O:13][CH2:14][CH2:15][CH2:16][CH2:17][C@H:18]([CH3:35])[O:19][C:20]2[CH:21]=[CH:22][C:23]([F:34])=[CH:24][C:25]=2[C:26]2[CH:33]=[C:30]3[CH:29]=[CH:28][CH:27]=2)[CH2:36][CH2:37]1)[C:40]([O:42][CH3:43])=[O:41])([CH3:48])([CH3:46])[CH3:47] |f:3.4.5,8.9.10|. Reported procedure: Methyl(2S)-2-[(22S)-8-bromo-5-chloro-17-fluoro-4,22,28-trimethyl-21,27-dioxa-1,7,34-triazahexacyclo[26.2.2.16,9.110,14.02,7.015,20]tetratriaconta-2,4,6(34),8,10(33),11,13,15(20),16,18-decaen-3-yl]-2-(tert-butoxy)acetate (45 mg, 0.058 mmol, 1 equiv), 1-butanol (17.30 mg, 0.233 mmol, 4 equiv) were mixed in DMF (1.1 mL) and water (0.11 mL). To this solution was added Pd(OAc)2 (13.10 mg, 0.058 mmol, 1.0 equiv), Sphos (48 mg, 0.12 mmol, 2 equiv) and cesium carbonate (28.5 mg, 0.088 mmol, 1.5 equiv). ... Starting materials: C(C)(C)(C)OC(=O)NCC=1N(C(C2=CC=C(C=C2C1OCCCC)C(=O)N)=O)CC(C)C (3-[[(tert-butoxycarbonyl)amino]methyl]-4-butoxy-2-isobutyl-1-oxo-1,2-dihydro-6-isoquinolinecarboxamide), COC=1C=CC(=CC1)P2(=S)SP(=S)(S2)C=3C=CC(=CC3)OC (Lawesson's reagent). Run in C1(=CC=CC=C1)C (toluene). Product: C(C)(C)(C)OC(NCC=1N(C(C2=CC=C(C=C2C1OCCCC)C(=S)N)=O)CC(C)C)=O (tert-butyl[6-(aminothiocarbonyl)-4-butoxy-2-isobutyl-1-oxo-1,2-dihydro-3-isoquinolinyl]methylcarbamate). Isolated yield 65.0%. Reaction SMILES: [C:1]([O:5][C:6]([NH:8][CH2:9][C:10]1[N:11]([CH2:29][CH:30]([CH3:32])[CH3:31])[C:12](=[O:28])[C:13]2[C:18]([C:19]=1[O:20][CH2:21][CH2:22][CH2:23][CH3:24])=[CH:17][C:16]([C:25]([NH2:27])=O)=[CH:15][CH:14]=2)=[O:7])([CH3:4])([CH3:3])[CH3:2].COC1C=CC(P2(SP(C3C=CC(OC)=CC=3)(=S)S2)=[S:42])=CC=1>C1(C)C=CC=CC=1>[C:1]([O:5][C:6](=[O:7])[NH:8][CH2:9][C:10]1[N:11]([CH2:29][CH:30]([CH3:32])[CH3:31])[C:12](=[O:28])[C:13]2[C:18]([C:19]=1[O:20][CH2:21][CH2:22][CH2:23][CH3:24])=[CH:17][C:16]([C:25]([NH2:27])=[S:42])=[CH:15][CH:14]=2)([CH3:4])([CH3:3])[CH3:2]. Procedure details: To a suspension of 3-[[(tert-butoxycarbonyl)amino]methyl]-4-butoxy-2-isobutyl-1-oxo-1,2-dihydro-6-isoquinolinecarboxamide (0.44 g, 1 mmol) in toluene (20 ml) was added Lawesson's reagent (0.24 g, 0.6 mmol), and the mixture was refluxed under heating for 1 h. The reaction mixture was purified by silica gel column chromatography to give tert-butyl[6-(aminothiocarbonyl)-4-butoxy-2-isobutyl-1-oxo-1,2-dihydro-3-isoquinolinyl]methylcarbamate (0.18 g, 39.1%) as crystals. Starting materials: Cl.Cl.O1C(COC2=C1C=CC=C2)C(CNC2CCN(CC2)CC(=O)NC2=C(C=CC=C2C)C)O (4-{[2-(1,4-benzodioxan-2-yl)-2-hydroxyethyl]amino}-1-[(2,6-dimethylphenyl)aminocarbonylmethyl]piperidine 2HCl), C([O-])([O-])=O.[K+].[K+] (potassium carbonate). Run in CCOCC (ether). Product: O1C(COC2=C1C=CC=C2)C(CNC2CCN(CC2)CC(=O)NC2=C(C=CC=C2C)C)O (4-{[2-(1,4-benzodioxan-2-yl)-2-hydroxyethyl]amino}-1-[(2,6-dimethylphenyl)aminocarbonylmethyl]piperidine). Reaction SMILES: Cl.Cl.[O:3]1[C:8]2[CH:9]=[CH:10][CH:11]=[CH:12][C:7]=2[O:6][CH2:5][CH:4]1[CH:13]([OH:34])[CH2:14][NH:15][CH:16]1[CH2:21][CH2:20][N:19]([CH2:22][C:23]([NH:25][C:26]2[C:31]([CH3:32])=[CH:30][CH:29]=[CH:28][C:27]=2[CH3:33])=[O:24])[CH2:18][CH2:17]1.C(=O)([O-])[O-].[K+].[K+]>CCOCC>[O:3]1[C:8]2[CH:9]=[CH:10][CH:11]=[CH:12][C:7]=2[O:6][CH2:5][CH:4]1[CH:13]([OH:34])[CH2:14][NH:15][CH:16]1[CH2:21][CH2:20][N:19]([CH2:22][C:23]([NH:25][C:26]2[C:27]([CH3:33])=[CH:28][CH:29]=[CH:30][C:31]=2[CH3:32])=[O:24])[CH2:18][CH2:17]1 |f:0.1.2,3.4.5|. Procedure details: 1.0 g of 4-{[2-(1,4-benzodioxan-2-yl)-2-hydroxyethyl]amino}-1-[(2,6-dimethylphenyl)aminocarbonylmethyl]piperidine 2HCl suspended in 50 ml of ether is stirred with excess dilute aqueous potassium carbonate solution until the salt is completely dissolved. The organic layer is then separated, washed twice with water, dried over magnesium sulfate and evaporated to yield 4-{[2-(1,4-benzodioxan-2-yl)-2-hydroxyethyl]amino}-1-[(2,6-dimethylphenyl)aminocarbonylmethyl]piperidine as the free base.